Dataset: the Open Reaction Database (ORD), a public repository of structured organic reaction records. Task: describe an organic reaction: reactants, conditions, products, and yield Product: C(C1=CC=CC=C1)(C1=CC=CC=C1)(C1=CC=CC=C1)NC=1SC=C(N1)/C(/C(=O)O)=N/OCCSC1=C(C=CC=C1)C(=O)OC(C)(C)C (2-(2-tritylaminothiazol-4-yl)-2-[(Z)-2-(2-t-butoxycarbonylphenylthio)ethoxyimino]acetic acid). Reaction SMILES: [C:1]([NH:20][C:21]1[S:22][CH:23]=[C:24](/[C:26](=[N:32]/[O:33][CH2:34][CH2:35]Br)/[C:27]([O:29]CC)=[O:28])[N:25]=1)([C:14]1[CH:19]=[CH:18][CH:17]=[CH:16][CH:15]=1)([C:8]1[CH:13]=[CH:12][CH:11]=[CH:10][CH:9]=1)[C:2]1[CH:7]=[CH:6][CH:5]=[CH:4][CH:3]=1.[C:37]([O:41][C:42](=[O:50])[C:43]1[CH:48]=[CH:47][CH:46]=[CH:45][C:44]=1[SH:49])([CH3:40])([CH3:39])[CH3:38]>>[C:1]([NH:20][C:21]1[S:22][CH:23]=[C:24](/[C:26](=[N:32]/[O:33][CH2:34][CH2:35][S:49][C:44]2[CH:45]=[CH:46][CH:47]=[CH:48][C:43]=2[C:42]([O:41][C:37]([CH3:40])([CH3:39])[CH3:38])=[O:50])/[C:27]([OH:29])=[O:28])[N:25]=1)([C:14]1[CH:19]=[CH:18][CH:17]=[CH:16][CH:15]=1)([C:2]1[CH:7]=[CH:6][CH:5]=[CH:4][CH:3]=1)[C:8]1[CH:13]=[CH:12][CH:11]=[CH:10][CH:9]=1. Starting materials: C(C1=CC=CC=C1)(C1=CC=CC=C1)(C1=CC=CC=C1)NC=1SC=C(N1)/C(/C(=O)OCC)=N/OCCBr (ethyl 2-(2-tritylaminothiazol-4-yl)-2-((Z)-bromoethoxyimino)acetate), C(C)(C)(C)OC(C1=C(C=CC=C1)S)=O (t-butyl-2-mercaptobenzoate), ester. Procedure details: The starting material may be prepared by reaction of ethyl 2-(2-tritylaminothiazol-4-yl)-2-((Z)-bromoethoxyimino)acetate (UK Patent Application No. 2017702) with t-butyl-2-mercaptobenzoate and hydrolysis of the resulting ester to give 2-(2-tritylaminothiazol-4-yl)-2-[(Z)-2-(2-t-butoxycarbonylphenylthio)ethoxyimino]acetic acid, n.m.r. in solvent C:-1.6(s, 9H); 3.3(t, 2H); 4.4(t, 2H); 6.67(s, 1H); 7.0-8.0(m, 4H); 7.34;L (s, 15H). Product: NC1=NC=NN2C1=C(C(=C2CO)COC)C2=CC=C(C=C2)NC(=O)NC2=C(C=CC(=C2)C(F)(F)F)F (N-{4-[4-amino-7-(hydroxymethyl)-6-(methoxymethyl)-pyrrolo[2,1-f][1,2,4]triazin-5-yl]phenyl}-N′-[2-fluoro-5-(trifluoromethyl)-phenyl]urea). The reactants are NC1=NC=NN2C1=C(C(=C2C=O)COC)C2=CC=C(C=C2)NC(=O)NC2=C(C=CC(=C2)C(F)(F)F)F (N-{4-[4-amino-7-formyl-6-(methoxymethyl)pyrrolo[2,1-f][1,2,4]triazin-5-yl]phenyl}-N′-[2-fluoro-5-(trifluoro-methyl)phenyl]urea), CC(C)C[AlH]CC(C)C (DIBAL-H). RXN SMILES: [NH2:1][C:2]1[C:7]2=[C:8]([C:16]3[CH:21]=[CH:20][C:19]([NH:22][C:23]([NH:25][C:26]4[CH:31]=[C:30]([C:32]([F:35])([F:34])[F:33])[CH:29]=[CH:28][C:27]=4[F:36])=[O:24])=[CH:18][CH:17]=3)[C:9]([CH2:13][O:14][CH3:15])=[C:10]([CH:11]=[O:12])[N:6]2[N:5]=[CH:4][N:3]=1.CC(C[AlH]CC(C)C)C>C1COCC1.C(OCC)(=O)C>[NH2:1][C:2]1[C:7]2=[C:8]([C:16]3[CH:21]=[CH:20][C:19]([NH:22][C:23]([NH:25][C:26]4[CH:31]=[C:30]([C:32]([F:33])([F:34])[F:35])[CH:29]=[CH:28][C:27]=4[F:36])=[O:24])=[CH:18][CH:17]=3)[C:9]([CH2:13][O:14][CH3:15])=[C:10]([CH2:11][OH:12])[N:6]2[N:5]=[CH:4][N:3]=1. Reported procedure: To a solution of Intermediate AW (N-{4-[4-amino-7-formyl-6-(methoxymethyl)pyrrolo[2,1-f][1,2,4]triazin-5-yl]phenyl}-N′-[2-fluoro-5-(trifluoro-methyl)phenyl]urea (50 mg, 0.1 mmol)) in THF at −78° C. under N2 was added DIBAL-H (0.5 ml, 0.5 mmol). The reaction mixture was stirred for 30 min. and was allowed to warm up to 0° C. The reaction was diluted with ethyl acetate (5 mL) and quenched with aqueous saturated Rochelle's salt (5 ml). The reaction mixture was stirred for 10 min at 0° C. and then w... The solvent is C(C)(=O)OCC (ethyl acetate), C1CCOC1 (THF). The yield is 49.6%. Reaction conditions: temperature 0 celsius, time 30 minute. The reactants are CC1(C(C1\C=C/C(=O)OC)C(=O)O)C (2,2-dimethyl-3-[(Z)-2-(methoxy carbonyl)-ethenyl]-cyclopropane-carboxylic acid), COC(=O)\C=C/C1(CC1)C(=O)O ([Z-2-(methoxycarbonyl)-ethenyl]-cyclopropane carboxylic acid), C(#N)[C@@H](C1=CC(=CC=C1)OC1=CC=CC=C1)O ((R)α-cyano-3-phenoxybenzyl alcohol). Procedure: Using the procedure of Step D of Example 1, 1.5 g of (1R, cis) 2,2-dimethyl-3-([Z-2-(methoxycarbonyl)-ethenyl]-cyclopropane carboxylic acid and 1.9 g of (R)α-cyano-3-phenoxybenzyl alcohol were reacted to obtain 4.3 g of raw product. The latter was chromatographed over silica gel and was eluted with a 9-1 cyclohexane-ethyl acetate mixture to obtain 2.5 g of (R)α-cyano-3-phenoxy-benzyl (1R,cis) 2,2-dimethyl-3-[Z-2-(methoxycarbonyl)-ethenyl]-cyclopropane carboxylate with a specific rotation of [α]D... The product is CC1([C@@H]([C@@H]1\C=C/C(=O)OC)C(=O)O[C@H](C1=CC(=CC=C1)OC1=CC=CC=C1)C#N)C ((R)α-cyano-3-phenoxy-benzyl (1R,cis) 2,2-dimethyl-3-[Z-2-(methoxycarbonyl)-ethenyl]-cyclopropane carboxylate). Reaction SMILES: [CH3:1][C:2]1([CH3:14])[CH:4](/[CH:5]=[CH:6]\[C:7]([O:9][CH3:10])=[O:8])[CH:3]1[C:11]([OH:13])=[O:12].COC(/C=C\C1(C(O)=O)CC1)=O.[C:27]([C@H:29](O)[C:30]1[CH:35]=[CH:34][CH:33]=[C:32]([O:36][C:37]2[CH:42]=[CH:41][CH:40]=[CH:39][CH:38]=2)[CH:31]=1)#[N:28]>>[CH3:1][C:2]1([CH3:14])[C@@H:4](/[CH:5]=[CH:6]\[C:7]([O:9][CH3:10])=[O:8])[C@H:3]1[C:11]([O:13][C@@H:29]([C:27]#[N:28])[C:30]1[CH:35]=[CH:34][CH:33]=[C:32]([O:36][C:37]2[CH:38]=[CH:39][CH:40]=[CH:41][CH:42]=2)[CH:31]=1)=[O:12]. Starting materials: CCO, [H][H], O=C(O)CNCCCc1ccccc1[N+](=O)[O-]. Yields the product Nc1ccccc1CCCNCC(=O)O. Reaction SMILES: [CH2:20]([OH:21])[CH3:22].[H:18][H:19].[N+:1]([O-:2])(=[O:3])[c:4]1[c:5]([CH2:6][CH2:7][CH2:8][NH:9][CH2:10][C:11](=[O:12])[OH:13])[cH:14][cH:15][cH:16][cH:17]1>>[NH2:1][c:4]1[c:5]([CH2:6][CH2:7][CH2:8][NH:9][CH2:10][C:11](=[O:12])[OH:13])[cH:14][cH:15][cH:16][cH:17]1. The reactants are OCC=1C(C2=C(OC1)C=C1CCCCC1=C2)=O (3-(hydroxymethyl)-6,7,8,9-tetrahydro-4H-naphtho[2,3-b]pyran-4-one), O.O.[Cr](=O)(=O)([O-])O[Cr](=O)(=O)[O-].[Na+].[Na+] (sodium dichromate dihydrate), O (water). The solvent is C(C)(=O)O (acetic acid), C(C)(=O)O (acetic acid). Conditions: temperature 60 celsius, time 15 minute. Yields the product C(=O)C=1C(C2=C(OC1)C=C1CCCCC1=C2)=O (3-Formyl-6,7,8,9-tetrahydro-4H-naphtho-[2,3-b]pyran-4-one). Reaction SMILES: [OH:1][CH2:2][C:3]1[C:4](=[O:17])[C:5]2[CH:16]=[C:15]3[C:10]([CH2:11][CH2:12][CH2:13][CH2:14]3)=[CH:9][C:6]=2[O:7][CH:8]=1.O.O.[Cr](O[Cr]([O-])(=O)=O)([O-])(=O)=O.[Na+].[Na+].O>C(O)(=O)C>[CH:2]([C:3]1[C:4](=[O:17])[C:5]2[CH:16]=[C:15]3[C:10]([CH2:11][CH2:12][CH2:13][CH2:14]3)=[CH:9][C:6]=2[O:7][CH:8]=1)=[O:1] |f:1.2.3.4.5|. Procedure: A mixture of 2.3 g (0.01 mole) of 3-(hydroxymethyl)-6,7,8,9-tetrahydro-4H-naphtho[2,3-b]pyran-4-one and 15 ml of glacial acetic acid is added to a solution of 2.98 g (0.01 mole) of sodium dichromate dihydrate in 15 ml of glacial acetic acid, keeping the temperature at about 50°C. with mild cooling. After 15 minutes, the reaction is heated at 60°C. for 15 minutes, water (100 ml) is added and the mixture is heated at 50°C. for 5 minutes. The separated solid is filtered, washed with water and dried... Reactants: CCc1nc2ccccc2n1-c1nc(N2CCOCC2)c2nc(CC3CCNCC3)sc2n1, CC(=O)OC(C)(C)C(=O)Cl, ClCCl. Product: CCc1nc2ccccc2n1-c1nc(N2CCOCC2)c2nc(CC3CCN(C(=O)C(C)(C)OC(C)=O)CC3)sc2n1. RXN SMILES: [CH2:1]([CH3:2])[c:3]1[n:4][c:5]2[c:6]([n:7]1-[c:8]1[n:9][c:10]([N:24]3[CH2:25][CH2:26][O:27][CH2:28][CH2:29]3)[c:11]3[c:12]([n:13]1)[s:14][c:15]([CH2:17][CH:18]1[CH2:19][CH2:20][NH:21][CH2:22][CH2:23]1)[n:16]3)[cH:30][cH:31][cH:32][cH:33]2.[Cl:34][C:35](=[O:36])[C:37]([CH3:38])([CH3:39])[O:40][C:41]([CH3:42])=[O:43].[Cl:44][CH2:45][Cl:46]>>[CH2:1]([CH3:2])[c:3]1[n:4][c:5]2[c:6]([n:7]1-[c:8]1[n:9][c:10]([N:24]3[CH2:25][CH2:26][O:27][CH2:28][CH2:29]3)[c:11]3[c:12]([n:13]1)[s:14][c:15]([CH2:17][CH:18]1[CH2:19][CH2:20][N:21]([C:35](=[O:36])[C:37]([CH3:38])([CH3:39])[O:40][C:41]([CH3:42])=[O:43])[CH2:22][CH2:23]1)[n:16]3)[cH:30][cH:31][cH:32][cH:33]2. Reactants: B, Cc1c(F)cc(Br)c(C#N)c1Br, C1CCOC1, CSC. Yields the product Cc1c(F)cc(Br)c(CN)c1Br. As a reaction SMILES: [BH3:16].[Br:1][c:2]1[c:3]([C:4]#[N:5])[c:6]([Br:12])[cH:7][c:8]([F:11])[c:9]1[CH3:10].[CH2:17]1[O:18][CH2:19][CH2:20][CH2:21]1.[CH3:13][S:14][CH3:15]>>[Br:1][c:2]1[c:3]([CH2:4][NH2:5])[c:6]([Br:12])[cH:7][c:8]([F:11])[c:9]1[CH3:10]. The reactants are NNC(=S)N (thiosemicarbazide), C(#N)C(C(=O)O)(C)C (2-Cyano-2-methylpropanoic acid), O=P(Cl)(Cl)Cl (POCl3). Solvent: Cl (HCl), C(Cl)Cl (DCM), O1CCOCC1 (dioxane). Conditions: temperature 90 celsius, time 1 hour. Product: NC1=NN=C(S1)C(C#N)(C)C (2-(5-amino[1,3,4]thiadiazol-2-yl)-2-methyl-propionitrile). The yield is 32.7%. Reaction SMILES: [NH2:1][NH:2][C:3]([NH2:5])=[S:4].[C:6]([C:8]([CH3:13])([CH3:12])[C:9](O)=O)#[N:7].O=P(Cl)(Cl)Cl>O1CCOCC1.Cl.C(Cl)Cl>[NH2:5][C:3]1[S:4][C:9]([C:8]([CH3:13])([CH3:12])[C:6]#[N:7])=[N:1][N:2]=1. Procedure details: 300 mg (3.29 mmol) of thiosemicarbazide and 370 mg (3.27 mmol) of 2-Cyano-2-methylpropanoic acid are dissolved in dioxane (10.0 mL) and heated to 90° C. 300 μL (3.29 mmol) of POCl3 are added dropwise. The reaction is stirred at 90° C. for 1 h, cooled to RT and diluted with 1 N aq. HCl and DCM. The aq. layer is separated, 4 N aq. NaOH is added to reach pH 8 and then extracted with DCM. Then combined organic layer is washed with brine and dried. The solvent is removed under reduced pressure to aff... The reactants are C(C)OC(=O)N1CCN(CC1)C(=O)C(CCC(=O)O)NC(=O)C1=NC2=CC(=CC=C2C(=C1)OC1(CCC1)C(=O)OCC)C (2-[1-(4-(ethoxycarbonyl)piperazin-1-yl)carbonyl-3-carboxypropyl]aminocarbonyl-7-methyl-4-(1-(ethoxycarbonyl)cyclobut-1-oxy)quinoline). Solvent: FC(C(=O)O)(F)F.C(Cl)Cl (trifluoroacetic acid methylene chloride). As a reaction SMILES: [CH2:1]([O:3][C:4]([N:6]1[CH2:11][CH2:10][N:9]([C:12]([CH:14]([NH:20][C:21]([C:23]2[CH:32]=[C:31]([O:33][C:34]3([C:38]([O:40]CC)=[O:39])[CH2:37][CH2:36][CH2:35]3)[C:30]3[C:25](=[CH:26][C:27]([CH3:43])=[CH:28][CH:29]=3)[N:24]=2)=[O:22])[CH2:15][CH2:16][C:17]([OH:19])=[O:18])=[O:13])[CH2:8][CH2:7]1)=[O:5])[CH3:2]>FC(F)(F)C(O)=O.C(Cl)Cl>[CH2:1]([O:3][C:4]([N:6]1[CH2:11][CH2:10][N:9]([C:12]([CH:14]([NH:20][C:21]([C:23]2[CH:32]=[C:31]([O:33][C:34]3([C:38]([OH:40])=[O:39])[CH2:37][CH2:36][CH2:35]3)[C:30]3[C:25](=[CH:26][C:27]([CH3:43])=[CH:28][CH:29]=3)[N:24]=2)=[O:22])[CH2:15][CH2:16][C:17]([OH:19])=[O:18])=[O:13])[CH2:8][CH2:7]1)=[O:5])[CH3:2] |f:1.2|. Conditions: time 3 hour. Yields the product C(C)OC(=O)N1CCN(CC1)C(=O)C(CCC(=O)O)NC(=O)C1=NC2=CC(=CC=C2C(=C1)OC1(CCC1)C(=O)O)C (2-[1-(4-(ethoxycarbonyl)piperazin-1-yl)carbonyl-3-carboxypropyl]aminocarbonyl-7-methyl-4-(1-carboxycyclobut-1-oxy)quinoline). Procedure details: A solution of 2-[1-(4-(ethoxycarbonyl)piperazin-1-yl)carbonyl-3-carboxypropyl]aminocarbonyl-7-methyl-4-(1-(ethoxycarbonyl)cyclobut-1-oxy)quinoline (220 mg, 0.29 mmol) in 50% trifluoroacetic acid-methylene chloride (6 mL) was stirred at ambient temperature for 1 hour. The solvent was evaporated in vacuo and the residue was dissolved in methanol (5 ml). LiOH (5 mL, 0.025 M) was added and the reaction stirred for 3 hours. The solvent was evaporated and the residue was purified by preparative HPLC t... The reactants are O=[N+]([O-])c1ccc(Br)cn1, O=C([O-])[O-], C1CCNCC1, CCCC[N+](CCCC)(CCCC)CCCC, CS(C)=O, CCOC(C)=O, [I-], [K+], [K+]. Yields the product O=[N+]([O-])c1ccc(N2CCCCC2)cn1. RXN SMILES: [Br:1][c:2]1[cH:3][cH:4][c:5]([N+:8](=[O:9])[O-:10])[n:6][cH:7]1.[C:11](=[O:12])([O-:13])[O-:14].[CH2:17]1[CH2:18][CH2:19][NH:20][CH2:21][CH2:22]1.[CH2:24]([N+:25]([CH2:26][CH2:27][CH2:28][CH3:29])([CH2:30][CH2:31][CH2:32][CH3:33])[CH2:34][CH2:35][CH2:36][CH3:37])[CH2:38][CH2:39][CH3:40].[CH3:41][S:42]([CH3:43])=[O:44].[CH3:45][CH2:46][O:47][C:48](=[O:49])[CH3:50].[I-:23].[K+:15].[K+:16]>>[c:2]1([N:20]2[CH2:19][CH2:18][CH2:17][CH2:22][CH2:21]2)[cH:3][cH:4][c:5]([N+:8](=[O:9])[O-:10])[n:6][cH:7]1.